describe an organic reaction: reactants, conditions, products, and yield From a dataset of the Open Reaction Database (ORD), a public repository of structured organic reaction records. Starting materials: NC=1C=C(C=CC1N)O (3,4-diaminophenol), C(C)(C)(C)OC(=O)NC(SC)=NC(=O)OC(C)(C)C (1,3-bis(tert-butoxycarbonyl)-2-methyl-2-thiopseudourea). The solvent is CO (methanol), C(C)(=O)O (acetic acid). Reaction conditions: time 3 hour. Product: C(C)(C)(C)OC(NC1=NC2=C(N1)C=CC(=C2)O)=O ((5-hydroxy-1H-benzoimidazol-2-yl)-carbamic acid tert-butyl ester). The yield is 61.8%. Reaction SMILES: [NH2:1][C:2]1[CH:3]=[C:4]([OH:9])[CH:5]=[CH:6][C:7]=1[NH2:8].[C:10]([O:14][C:15]([NH:17][C:18](=NC(OC(C)(C)C)=O)SC)=[O:16])([CH3:13])([CH3:12])[CH3:11]>CO.C(O)(=O)C>[C:10]([O:14][C:15](=[O:16])[NH:17][C:18]1[NH:8][C:7]2[CH:6]=[CH:5][C:4]([OH:9])=[CH:3][C:2]=2[N:1]=1)([CH3:13])([CH3:12])[CH3:11]. Procedure: 5.75 g of 3,4-diaminophenol were combined with 15.5 g of 1,3-bis(tert-butoxycarbonyl)-2-methyl-2-thiopseudourea in 150 ml methanol and 22 ml acetic acid in a round bottom flask. The reaction mixture was heated to reflux with stirring for 3 hours. Solvents were then evaporated under reduce pressure yielding 7.13 g crude (5-hydroxy-1H-benzoimidazol-2-yl)-carbamic acid tert-butyl ester.